Dataset: the Open Reaction Database (ORD), a public repository of structured organic reaction records. Task: describe an organic reaction: reactants, conditions, products, and yield The reactants are BrC1=C(C(=O)NC2=CC=C(C=C2)C2=C(C=C(C=C2)Cl)Cl)C=C(C(=C1)F)F (2-Bromo-N-(2′,4′-dichloro-[1,1′-biphenyl]-4-yl)-4,5-difluorobenzamide), CC1(OB(OC1(C)C)C=1C=CC(=NC1)C(=O)NCCC(=O)OCC)C (ethyl 3-(5-(4,4,5,5-tetramethyl-1,3,2-dioxaborolan-2-yl)picolinamido)propanoate), C(=O)([O-])[O-].[K+].[K+] (K2CO3), O (water). The reagents and catalysts are C1=CC=C(C=C1)P([C-]2C=CC=C2)C3=CC=CC=C3.C1=CC=C(C=C1)P([C-]2C=CC=C2)C3=CC=CC=C3.Cl[Pd]Cl.[Fe+2] (Pd(dppf)Cl2). Run in O1CCOCC1 (1,4-dioxane). Product: ClC1=C(C=CC(=C1)Cl)C1=CC=C(C=C1)NC(=O)C1=C(C=C(C(=C1)F)F)C=1C=CC(=NC1)C(=O)NCCC(=O)OCC (ethyl 3-(5-(2-((2′,4′-dichloro-[1,1′-biphenyl]-4-yl)carbamoyl)-4,5-difluorophenyl)picolinamido)propanoate). Reaction SMILES: Br[C:2]1[CH:24]=[C:23]([F:25])[C:22]([F:26])=[CH:21][C:3]=1[C:4]([NH:6][C:7]1[CH:12]=[CH:11][C:10]([C:13]2[CH:18]=[CH:17][C:16]([Cl:19])=[CH:15][C:14]=2[Cl:20])=[CH:9][CH:8]=1)=[O:5].CC1(C)C(C)(C)OB([C:35]2[CH:36]=[CH:37][C:38]([C:41]([NH:43][CH2:44][CH2:45][C:46]([O:48][CH2:49][CH3:50])=[O:47])=[O:42])=[N:39][CH:40]=2)O1.C([O-])([O-])=O.[K+].[K+].O>O1CCOCC1.C1C=CC(P(C2C=CC=CC=2)[C-]2C=CC=C2)=CC=1.C1C=CC(P(C2C=CC=CC=2)[C-]2C=CC=C2)=CC=1.Cl[Pd]Cl.[Fe+2]>[Cl:20][C:14]1[CH:15]=[C:16]([Cl:19])[CH:17]=[CH:18][C:13]=1[C:10]1[CH:11]=[CH:12][C:7]([NH:6][C:4]([C:3]2[CH:21]=[C:22]([F:26])[C:23]([F:25])=[CH:24][C:2]=2[C:35]2[CH:36]=[CH:37][C:38]([C:41]([NH:43][CH2:44][CH2:45][C:46]([O:48][CH2:49][CH3:50])=[O:47])=[O:42])=[N:39][CH:40]=2)=[O:5])=[CH:8][CH:9]=1 |f:2.3.4,7.8.9.10|. Procedure: 2-Bromo-N-(2′,4′-dichloro-[1,1′-biphenyl]-4-yl)-4,5-difluorobenzamide (100 mg, 0.22 mmol), ethyl 3-(5-(4,4,5,5-tetramethyl-1,3,2-dioxaborolan-2-yl)picolinamido)propanoate (114 mg, 0.33 mmol), Pd(dppf)Cl2 (24 mg, 0.03 mmol), and K2CO3 (60 mg, 0.44 mmol) were dissolved in 1,4-dioxane (1 mL) and water (0.5 mL) and the resulting mixture was heated to 85° C. After 2 h the resulting mixture directly purified via column chromatography to yield the title compound.